From a dataset of the Open Reaction Database (ORD), a public repository of structured organic reaction records. describe an organic reaction: reactants, conditions, products, and yield Starting materials: CCCCN, C#CC(OCC)OCC, C#C[Si](C)(C)C, CCOC(C#CC=CCl)OCC, ClC=CCl, I[Cu]I, [Pd], c1ccc(P(c2ccccc2)c2ccccc2)cc1, c1ccc(P(c2ccccc2)c2ccccc2)cc1, c1ccc(P(c2ccccc2)c2ccccc2)cc1, c1ccc(P(c2ccccc2)c2ccccc2)cc1. Yields the product CCOC(C#CC=CC#C[Si](C)(C)C)OCC. As a reaction SMILES: [CH2:14]([NH2:15])[CH2:16][CH2:17][CH3:18].[CH2:5]([O:6][CH:7]([O:8][CH2:9][CH3:10])[C:11]#[CH:12])[CH3:13].[CH3:31][Si:32]([CH3:33])([CH3:34])[C:35]#[CH:36].[Cl:19][CH:20]=[CH:21][C:22]#[C:23][CH:24]([O:25][CH2:26][CH3:27])[O:28][CH2:29][CH3:30].[Cl:1][CH:2]=[CH:3][Cl:4].[Cu:37]([I:38])[I:39].[Pd:116].[c:40]1([P:41]([c:42]2[cH:43][cH:44][cH:45][cH:46][cH:47]2)[c:48]2[cH:49][cH:50][cH:51][cH:52][cH:53]2)[cH:54][cH:55][cH:56][cH:57][cH:58]1.[c:59]1([P:60]([c:61]2[cH:62][cH:63][cH:64][cH:65][cH:66]2)[c:67]2[cH:68][cH:69][cH:70][cH:71][cH:72]2)[cH:73][cH:74][cH:75][cH:76][cH:77]1.[c:78]1([P:79]([c:80]2[cH:81][cH:82][cH:83][cH:84][cH:85]2)[c:86]2[cH:87][cH:88][cH:89][cH:90][cH:91]2)[cH:92][cH:93][cH:94][cH:95][cH:96]1.[c:97]1([P:98]([c:99]2[cH:100][cH:101][cH:102][cH:103][cH:104]2)[c:105]2[cH:106][cH:107][cH:108][cH:109][cH:110]2)[cH:111][cH:112][cH:113][cH:114][cH:115]1>>[CH:20](=[CH:21][C:22]#[C:23][CH:24]([O:25][CH2:26][CH3:27])[O:28][CH2:29][CH3:30])[C:36]#[C:35][Si:32]([CH3:31])([CH3:33])[CH3:34].